From a dataset of the Open Reaction Database (ORD), a public repository of structured organic reaction records. describe an organic reaction: reactants, conditions, products, and yield Starting materials: [BH4-], CO, CCCc1cc(C(OCOC)(C(F)(F)F)C(F)(F)F)cc(CCC)c1Oc1ccc(I)c(C=O)c1, [Na+], O. Yields the product CCCc1cc(C(OCOC)(C(F)(F)F)C(F)(F)F)cc(CCC)c1Oc1ccc(I)c(CO)c1. RXN SMILES: [BH4-:36].[CH3:39][OH:40].[I:1][c:2]1[c:3]([CH:4]=[O:5])[cH:6][c:7]([O:10][c:11]2[c:12]([CH2:33][CH2:34][CH3:35])[cH:13][c:14]([C:20]([C:21]([F:22])([F:23])[F:24])([C:25]([F:26])([F:27])[F:28])[O:29][CH2:30][O:31][CH3:32])[cH:15][c:16]2[CH2:17][CH2:18][CH3:19])[cH:8][cH:9]1.[Na+:37].[OH2:38]>>[I:1][c:2]1[c:3]([CH2:4][OH:5])[cH:6][c:7]([O:10][c:11]2[c:12]([CH2:33][CH2:34][CH3:35])[cH:13][c:14]([C:20]([C:21]([F:22])([F:23])[F:24])([C:25]([F:26])([F:27])[F:28])[O:29][CH2:30][O:31][CH3:32])[cH:15][c:16]2[CH2:17][CH2:18][CH3:19])[cH:8][cH:9]1. The reactants are COC(CC1=CC(=CC=C1)NC(=O)C=1OC(=CC1)Br)=O ({3-[(5-Bromo-furan-2-carbonyl)-amino]-phenyl}-acetic acid methyl ester), FC=1C=C(C=C(C1)F)B(O)O (3,5-difluoro-phenylboronic acid). The product is FC=1C=C(C=C(C1)F)C1=CC=C(O1)C(=O)NC=1C=C(C=CC1)CC(=O)O ((3-{[5-(3,5-Difluoro-phenyl)-furan-2-carbonyl]-amino}-phenyl)-acetic acid). RXN SMILES: C[O:2][C:3](=[O:20])[CH2:4][C:5]1[CH:10]=[CH:9][CH:8]=[C:7]([NH:11][C:12]([C:14]2[O:15][C:16](Br)=[CH:17][CH:18]=2)=[O:13])[CH:6]=1.[F:21][C:22]1[CH:23]=[C:24](B(O)O)[CH:25]=[C:26]([F:28])[CH:27]=1>>[F:21][C:22]1[CH:23]=[C:24]([C:16]2[O:15][C:14]([C:12]([NH:11][C:7]3[CH:6]=[C:5]([CH2:4][C:3]([OH:2])=[O:20])[CH:10]=[CH:9][CH:8]=3)=[O:13])=[CH:18][CH:17]=2)[CH:25]=[C:26]([F:28])[CH:27]=1. Procedure details: The furyl bromide (16) (100 mg, 0.30 mmol) was coupled to 3,5-difluoro-phenylboronic acid (48 mg, 0.30 mmol) using Method E. During this reaction, hydrolysis occurred. The residue was extracted using Work-up E1 to give the acid. The residue was purified by column chromatography eluting with 20% heptane:75% EtOAc:5% AcOH to give the title compound. Starting materials: Cl.Cl.C(C)N1CCN(CC1)C1=NC(=CC2=CC=CC=C12)C1=CC=C(C=C1)S(=O)(=O)CCCO (1-(4-ethylpiperazin-1-yl)-3-[4-(3-hydroxypropyl)sulfonylphenyl]isoquinoline dihydrochloride), aqueous solution, C([O-])([O-])=O.[Na+].[Na+] (sodium carbonate), C(C)N(CC)S(F)(F)F (DAST), C(C)N(CC)S(F)(F)F (Diethylaminosulfur trifluoride). Run in C(Cl)Cl (methylene chloride), C(Cl)(Cl)Cl (chloroform), C(Cl)Cl (methylene chloride). Run at temperature -78 celsius. The product is Cl.Cl.C(C)N1CCN(CC1)C1=NC(=CC2=CC=CC=C12)C1=CC=C(C=C1)S(=O)(=O)CCCF (1-(4-ethylpiperazin-1-yl)-3-[4-(3-fluoropropyl)sulfonylphenyl]isoquinoline dihydrochloride). RXN SMILES: C(N(S(F)(F)[F:7])CC)C.[ClH:10].Cl.[CH2:12]([N:14]1[CH2:19][CH2:18][N:17]([C:20]2[C:29]3[C:24](=[CH:25][CH:26]=[CH:27][CH:28]=3)[CH:23]=[C:22]([C:30]3[CH:35]=[CH:34][C:33]([S:36]([CH2:39][CH2:40][CH2:41]O)(=[O:38])=[O:37])=[CH:32][CH:31]=3)[N:21]=2)[CH2:16][CH2:15]1)[CH3:13].C(=O)([O-])[O-].[Na+].[Na+]>C(Cl)Cl.C(Cl)(Cl)Cl>[ClH:10].[ClH:10].[CH2:12]([N:14]1[CH2:19][CH2:18][N:17]([C:20]2[C:29]3[C:24](=[CH:25][CH:26]=[CH:27][CH:28]=3)[CH:23]=[C:22]([C:30]3[CH:35]=[CH:34][C:33]([S:36]([CH2:39][CH2:40][CH2:41][F:7])(=[O:38])=[O:37])=[CH:32][CH:31]=3)[N:21]=2)[CH2:16][CH2:15]1)[CH3:13] |f:1.2.3,4.5.6,9.10.11|. Procedure details: Diethylaminosulfur trifluoride (DAST, 0.14 ml) was added to anhydrous methylene chloride (3 ml), and the resulting mixture was stirred at −78° C. in nitrogen atmosphere, to which was then added a solution of 1-(4-ethylpiperazin-1-yl)-3-[4-(3-hydroxypropyl)sulfonylphenyl]isoquinoline (0.31 g) obtained in Example 352 in methylene chloride (5 ml), and the mixture was further stirred for 6 hr. DAST (0.09 ml) was further added thereto, and the resulting mixture was further stirred overnight. The bulk... The reactants are CON(C(C(C)(C)C1=CC=CC=C1)=O)C (N-Methoxy-N-methyl-2-phenyl-isobutyramide), C[Mg]Br (methymagnesium bromide). Solvent: O1CCCC1 (tetrahydrofuran), CCCCCCC (heptane). Run at temperature 60 celsius, time 6 hour. Yields the product CC(C(C)=O)(C)C1=CC=CC=C1 (3-Methyl-3-phenyl-butan-2-one). RXN SMILES: CON(C)[C:4](=[O:14])[C:5]([C:8]1[CH:13]=[CH:12][CH:11]=[CH:10][CH:9]=1)([CH3:7])[CH3:6].[CH3:16][Mg]Br>O1CCCC1.CCCCCCC>[CH3:6][C:5]([C:8]1[CH:13]=[CH:12][CH:11]=[CH:10][CH:9]=1)([CH3:7])[C:4](=[O:14])[CH3:16]. Procedure: To 2.1 g (10.1 mmol) of N-Methoxy-N-methyl-2-phenyl-isobutyramide in 80 ml of dry tetrahydrofuran at ambient temperature was added 6.7 ml (20.2 mmol) of 3M methymagnesium bromide in heptane, and the solution was warmed to 60° C. After 6 hours, the mixture was allowed to cool to ambient temperature and was quenched with 1M HCl. The resulting mixture was partitioned between water and ether, and the phases were separated. The ether phase was washed once each with 1M HCl and brine, dried over Na2SO4... Starting materials: Au(JohnPhos)NCCH3, ClC(C)Cl (dichloroethane), C1(=CC=CC=C1)C#CP(OCC)(OC(=C)CC1=CC=CC=C1)=O (ethyl 3-phenylprop-1-en-2-yl phenylethynylphosphonate), CC(C)(C)P(C1=CC=CC=C1C2=CC=CC=C2)C(C)(C)C (JohnPhos), (2-biphenyl)di-tent-butylphosphine. Reagents/catalysts: [Au] (gold). Run at time 5 minute. Yields the product C(C)OP1(OC(=CC(=C1)C1=CC=CC=C1)CC1=CC=CC=C1)=O (2-ethoxy-4-phenyl-6-benzyl-1,2-oxaphosphorin 2-oxide). Isolated yield 85.9%. Reaction SMILES: CC(P(C(C)(C)C)C1C(C2C=CC=CC=2)=CC=CC=1)(C)C.ClC(Cl)C.[C:26]1([C:32]#[C:33][P:34](=[O:48])([O:38][C:39]([CH2:41][C:42]2[CH:47]=[CH:46][CH:45]=[CH:44][CH:43]=2)=[CH2:40])[O:35][CH2:36][CH3:37])[CH:31]=[CH:30][CH:29]=[CH:28][CH:27]=1>[Au]>[CH2:36]([O:35][P:34]1(=[O:48])[CH:33]=[C:32]([C:26]2[CH:27]=[CH:28][CH:29]=[CH:30][CH:31]=2)[CH:40]=[C:39]([CH2:41][C:42]2[CH:43]=[CH:44][CH:45]=[CH:46][CH:47]=2)[O:38]1)[CH3:37]. Procedure: Method 1—A gold (Ag(I)) catalyst {[Au(JohnPhos)NCCH3]+SbF6—} [JohnPhos:(2-biphenyl)di-tent-butylphosphine] (11.3 mg, 0.015 mmol) was put into a reaction container, and dichloroethane (0.4 mL) was put thereinto. After stirring at room temperature for 5 minutes, ethyl 3-phenylprop-1en-2-yl phenylethynylphosphonate (example 3, 98 mg, 0.3 mmol) was put thereinto, and when all of the starting materials disappeared in the TLC, the reaction was allowed to be completed. After the solvent was removed und... Starting materials: ClC=1C=C2C=NN=C(C2=CC1)N1C[C@@H]2N(CC1)C(OC2)=O ((S)-7-(6-chlorophthalazin-1-yl)-tetrahydro-1H-oxazolo[3,4-a]pyrazin-3(5H)-one), C1(CC1)NC(C1=CC(=C(C=C1)C)B1OC(C(O1)(C)C)(C)C)=O (N-cyclopropyl-4-methyl-3-(4,4,5,5-tetramethyl-1,3,2-dioxaborolan-2-yl)benzamide), C([O-])([O-])=O.[K+].[K+] (potassium carbonate), C1(CCCCC1)P(C1=C(C=CC=C1)C1=C(C=CC=C1)C)C1CCCCC1 (2-(dicyclohexylphosphino)-2′-methylbiphenyl). The reagents and catalysts are C=1C=CC(=CC1)/C=C/C(=O)/C=C/C2=CC=CC=C2.C=1C=CC(=CC1)/C=C/C(=O)/C=C/C2=CC=CC=C2.C=1C=CC(=CC1)/C=C/C(=O)/C=C/C2=CC=CC=C2.[Pd].[Pd] (tris(dibenzylideneacetone)dipalladium). The solvent is O1CCOCC1 (1,4-dioxane). Run at temperature 80 celsius. The product is O=C1OC[C@H]2N1CCN(C2)C2=NN=CC1=CC(=CC=C21)C=2C=C(C(=O)NC1CC1)C=CC2C (3-{1-[(8aS)-3-oxotetrahydro[1,3]oxazolo[3,4-a]pyrazin-7(1H)-yl]phthalazine-6-yl}-N-cyclopropyl-4-methylbenzamide). Yield: 144.2%. RXN SMILES: Cl[C:2]1[CH:3]=[C:4]2[C:9](=[CH:10][CH:11]=1)[C:8]([N:12]1[CH2:17][CH2:16][N:15]3[C:18](=[O:21])[O:19][CH2:20][C@@H:14]3[CH2:13]1)=[N:7][N:6]=[CH:5]2.[CH:22]1([NH:25][C:26](=[O:43])[C:27]2[CH:32]=[CH:31][C:30]([CH3:33])=[C:29](B3OC(C)(C)C(C)(C)O3)[CH:28]=2)[CH2:24][CH2:23]1.C(=O)([O-])[O-].[K+].[K+].C1(P(C2CCCCC2)C2C=CC=CC=2C2C=CC=CC=2C)CCCCC1>C1C=CC(/C=C/C(/C=C/C2C=CC=CC=2)=O)=CC=1.C1C=CC(/C=C/C(/C=C/C2C=CC=CC=2)=O)=CC=1.C1C=CC(/C=C/C(/C=C/C2C=CC=CC=2)=O)=CC=1.[Pd].[Pd].O1CCOCC1>[O:21]=[C:18]1[N:15]2[CH2:16][CH2:17][N:12]([C:8]3[C:9]4[C:4](=[CH:3][C:2]([C:29]5[CH:28]=[C:27]([CH:32]=[CH:31][C:30]=5[CH3:33])[C:26]([NH:25][CH:22]5[CH2:23][CH2:24]5)=[O:43])=[CH:11][CH:10]=4)[CH:5]=[N:6][N:7]=3)[CH2:13][C@H:14]2[CH2:20][O:19]1 |f:2.3.4,6.7.8.9.10|. Reported procedure: A mixture of (S)-7-(6-chlorophthalazin-1-yl)-tetrahydro-1H-oxazolo[3,4-a]pyrazin-3(5H)-one (0.600 g, 1.97 mmol), N-cyclopropyl-4-methyl-3-(4,4,5,5-tetramethyl-1,3,2-dioxaborolan-2-yl)benzamide (1.110 g, 3.69 mmol), potassium carbonate (0.875 g, 6.33 mmol), 2-(dicyclohexylphosphino)-2′-methylbiphenyl (0.136 g, 0.373 mmol), and tris(dibenzylideneacetone)dipalladium (0) (0.107 g, 0.117 mmol) in 12 mL of degassed 80% aqueous 1,4-dioxane was heated at 80° C. The crude material was purified flash chro... Run at temperature 22 celsius, time 20 hour. RXN SMILES: CC1=CC=C(N)N=C1.[C-]#[N+]C1CCCCC1.NS(=O)(=O)C1=CC=C(C=C1)C1=CC=C(O1)C=O>>CC1=CN2C(C=C1)=NC(C1=CC=C(O1)C1=CC=C(C=C1)S(N)(=O)=O)=C2NC1CCCCC1. The reactants are C(c1ccc(c2ccc(cc2)S(N)(=O)=O)o1)=O, CC1=CN=C(C=C1)N, [C-]#[N+]C1CCCCC1. Yield: 6.5%. Reagents/catalysts: O=C(O)C(F)(F)F (trifluoroacetic acid). Yields the product Cc1ccc2nc(c(NC3CCCCC3)n2c1)c1ccc(c2ccc(cc2)S(N)(=O)=O)o1. Solvent: CC(C)O (isopropyl alcohol), CC(C)O (isopropylalcohol). Procedure: 2 M HCl in Et2O (1.8 L) was added to a solution of compound 7a (92.8 g, 0.24 moles) in MeOH (500 mL). The mixture was stirred for 3 hours at room temperature then the resulting solid was filtered and dried to give 5-methoxy-N-(piperidin-4-ylmethyl)-1H-indazole-3-carboxamide hydrochloride 7b (61.1 g, 89% yield). Reaction conditions: time 3 hour. Reaction SMILES: [ClH:1].[CH3:2][O:3][C:4]1[CH:5]=[C:6]2[C:10](=[CH:11][CH:12]=1)[NH:9][N:8]=[C:7]2[C:13]([NH:15][CH2:16][CH:17]1[CH2:22][CH2:21][N:20](C(OC(C)(C)C)=O)[CH2:19][CH2:18]1)=[O:14]>CCOCC.CO>[ClH:1].[CH3:2][O:3][C:4]1[CH:5]=[C:6]2[C:10](=[CH:11][CH:12]=1)[NH:9][N:8]=[C:7]2[C:13]([NH:15][CH2:16][CH:17]1[CH2:22][CH2:21][NH:20][CH2:19][CH2:18]1)=[O:14] |f:4.5|. The reactants are Cl (HCl), COC=1C=C2C(=NNC2=CC1)C(=O)NCC1CCN(CC1)C(=O)OC(C)(C)C (Tert-butyl 4-({[(5-methoxy-1H-indazol-3-yl)carbonyl]amino}methyl)piperidine-1-carboxylate). Isolated yield 89.0%. Yields the product Cl.COC=1C=C2C(=NNC2=CC1)C(=O)NCC1CCNCC1 (5-Methoxy-N-(piperidin-4-ylmethyl)-1H-indazole-3-carboxamide hydrochloride). Solvent: CCOCC (Et2O), CO (MeOH). Reactants: BrB(Br)Br, COc1ccc(C(=C2CC(C)(C)CC(C)(C)C2)c2ccc(NS(C)(=O)=O)cc2)cc1, ClCCl. Product: CC1(C)CC(=C(c2ccc(O)cc2)c2ccc(NS(C)(=O)=O)cc2)CC(C)(C)C1. Reaction SMILES: [B:31]([Br:32])([Br:33])[Br:34].[CH3:1][O:2][c:3]1[cH:4][cH:5][c:6]([C:9]([c:10]2[cH:11][cH:12][c:13]([NH:16][S:17](=[O:18])(=[O:19])[CH3:20])[cH:14][cH:15]2)=[C:21]2[CH2:22][C:23]([CH3:29])([CH3:30])[CH2:24][C:25]([CH3:27])([CH3:28])[CH2:26]2)[cH:7][cH:8]1.[Cl:35][CH2:36][Cl:37]>>[OH:2][c:3]1[cH:4][cH:5][c:6]([C:9]([c:10]2[cH:11][cH:12][c:13]([NH:16][S:17](=[O:18])(=[O:19])[CH3:20])[cH:14][cH:15]2)=[C:21]2[CH2:22][C:23]([CH3:29])([CH3:30])[CH2:24][C:25]([CH3:27])([CH3:28])[CH2:26]2)[cH:7][cH:8]1.